From a dataset of the Open Reaction Database (ORD), a public repository of structured organic reaction records. describe an organic reaction: reactants, conditions, products, and yield Reactants: SCC1(CCC(CC1)C1=CC=CC=C1)O (1-(mercaptomethyl)-4-phenylcyclohexanol), C1(C(C=CC2=CC=CC=C12)=O)=O (naphthalene-1,2-dione), ( ii ). Product: C1(=CC=CC=C1)C1CCC2(CSC3=C(O2)C2=CC=CC=C2C(C3=O)=O)CC1 (4-phenylspiro[cyclohexane-1,2′-naphtho[1,2-b][1,4]oxathiine]-5′,6′-dione). RXN SMILES: [SH:1][CH2:2][C:3]1([OH:15])[CH2:8][CH2:7][CH:6]([C:9]2[CH:14]=[CH:13][CH:12]=[CH:11][CH:10]=2)[CH2:5][CH2:4]1.[C:16]1(=[O:27])[C:25]2[C:20](=[CH:21][CH:22]=[CH:23][CH:24]=2)[CH:19]=[CH:18][C:17]1=[O:26]>>[C:9]1([CH:6]2[CH2:5][CH2:4][C:3]3([O:15][C:19]4[C:20]5[C:25]([C:16](=[O:27])[C:17](=[O:26])[C:18]=4[S:1][CH2:2]3)=[CH:24][CH:23]=[CH:22][CH:21]=5)[CH2:8][CH2:7]2)[CH:14]=[CH:13][CH:12]=[CH:11][CH:10]=1. Procedure details: The crude 1-(mercaptomethyl)-4-phenylcyclohexanol was then reacted with naphthalene-1,2-dione as outlined in procedure F [both step (i) and (ii)] to afford crude 4-phenylspiro[cyclohexane-1,2′-naphtho[1,2-b][1,4]oxathiine]-5′,6′-dione. The crude 4-phenylspiro[cyclohexane-1,2′-naphtho[1,2-b][1,4]oxathiine]-5′,6′-dione was purified by flash column chromatography (SiO2, 100% dichloromethane) to afford the product as a purple solid. M.p.=183-187° C.; 400 MHz 1H NMR (DMSO) δ: 7.92-7.78 (m, 3H), 7.60-... Starting materials: C(=O)NC=1SC=C(N1)C(C(=O)NC1[C@@H]2N(C(=C(CS2)Cl)C(=O)O)C1=O)=NOC (7-{2-(2-Formamido-4-thiazolyl)-2-methoxyiminoacetamido}-3-chloro-3-cephem-4-carboxylic acid), Cl (hydrochloric acid). The solvent is CO (methanol). Conditions: time 2.5 hour. Yields the product Cl.NC=1SC=C(N1)C(C(=O)NC1[C@@H]2N(C(=C(CS2)Cl)C(=O)O)C1=O)=NOC (7-{2-(2-amino-4-thiazolyl)-2-methoxyiminoacetamido}-3-chloro-3-cephem-4-carboxylic acid hydrochloride). Yield: 171.7%. As a reaction SMILES: C([NH:3][C:4]1[S:5][CH:6]=[C:7]([C:9](=[N:26][O:27][CH3:28])[C:10]([NH:12][CH:13]2[C:24](=[O:25])[N:15]3[C:16]([C:21]([OH:23])=[O:22])=[C:17]([Cl:20])[CH2:18][S:19][C@H:14]23)=[O:11])[N:8]=1)=O.Cl>CO>[ClH:20].[NH2:3][C:4]1[S:5][CH:6]=[C:7]([C:9](=[N:26][O:27][CH3:28])[C:10]([NH:12][CH:13]2[C:24](=[O:25])[N:15]3[C:16]([C:21]([OH:23])=[O:22])=[C:17]([Cl:20])[CH2:18][S:19][C@H:14]23)=[O:11])[N:8]=1 |f:3.4|. Procedure details: 7-{2-(2-Formamido-4-thiazolyl)-2-methoxyiminoacetamido}-3-chloro-3-cephem-4-carboxylic acid (syn isomer, 0.4 g.) was suspended in methanol (15 ml.). After adding conc-hydrochloric acid (0.16 g.) to the suspension, the mixture was stirred at room temperature for 2.5 hours. Methanol was distilled off from the resultant mixture under reduced pressure, and the residue was dissolved in water (15 ml.). The solution was washed with ethyl acetate (30 ml.) and dichloromethane (30 ml.) in turn. To the acq... Reactants: C(CCC)[Li] (n-butyllithium), C(CCC)[Sn](/C=C/C=O)(CCCC)CCCC (E-3-tributylstannylacrolein), [H-].[Na+] (sodium hydride), C(CC(=O)C)(=O)OC (methyl acetoacetate). Run in CCCCCC (hexane), O1CCCC1 (tetrahydrofuran), O1CCCC1 (tetrahydrofuran). Conditions: temperature 0 celsius, time 15 minute. The product is COC(CC(CC(\C=C\[Sn](CCCC)(CCCC)CCCC)O)=O)=O (E-methyl-5-hydroxy-3-oxo-7-tributylstannyl-6-heptenoate). As a reaction SMILES: [H-].[Na+].[C:3]([O:9][CH3:10])(=[O:8])[CH2:4][C:5]([CH3:7])=[O:6].C([Li])CCC.[CH2:16]([Sn:20]([CH2:29][CH2:30][CH2:31][CH3:32])([CH2:25][CH2:26][CH2:27][CH3:28])/[CH:21]=[CH:22]/[CH:23]=[O:24])[CH2:17][CH2:18][CH3:19]>O1CCCC1.CCCCCC>[CH3:10][O:9][C:3](=[O:8])[CH2:4][C:5](=[O:6])[CH2:7][CH:23]([OH:24])/[CH:22]=[CH:21]/[Sn:20]([CH2:16][CH2:17][CH2:18][CH3:19])([CH2:29][CH2:30][CH2:31][CH3:32])[CH2:25][CH2:26][CH2:27][CH3:28] |f:0.1|. Reported procedure: A suspension of sodium hydride (1.28 g) in tetrahydrofuran (70 ml) is cooled to 0° C. and methyl acetoacetate (3.2 ml) added over about 1 minute. The mixture is stirred for about 15 minutes at 0° C., 2.5M n-butyllithium in hexane (12.3 ml) added, stirred for about 20 minutes, E-3-tributylstannylacrolein (10.0 g) in tetrahydrofuran (25 ml) added over five minutes and stirred for about 15 minutes. The mixture is quenched by slow addition of 1M hydrochloric acid, diluted with ether. The aqueous lay... Reactants: [OH-].[K+] (potassium hydroxide), CC=1N(C(=C([C@H](C1C(=O)O)C1=CC(=CC=C1)[N+](=O)[O-])C(=O)OC)C)COC ((S)-1,4-dihydro-2,6-dimethyl-1-methoxymethyl-4-(3-nitrophenyl)-5-methoxycarbonyl-3-pyridinecarboxylic acid), C1(=CC=CC=C1)C=[N+]=[N-] (phenyldiazomethane), CC=1N(C(=C([C@@H](C1C(=O)O)C1=CC(=CC=C1)[N+](=O)[O-])C(=O)OCOC(C(C)(C)C)=O)C)COC ((R)-1,4-dihydro-2,6-dimethyl-1-methoxymethyl-4-(3-nitrophenyl)-5-pivaloyloxymethoxycarbonyl-3-pyridinecarboxylic acid), solution, [N+](=[N-])=C (diazomethane). The solvent is CO (methanol), C(C)OCC (diethyl ether). Yields the product CC=1N(C(=C([C@H](C1C(=O)OCC1=CC=CC=C1)C1=CC(=CC=C1)[N+](=O)[O-])C(=O)OC)C)COC ((R)-benzyl methyl 1,4-dihydro-2,6-dimethyl-l-methoxymethyl-4-(3-nitrophenyl)-3,5-pyridinedicarboxylate). Reaction SMILES: [CH3:1][C:2]1[N:3]([CH2:32][O:33][CH3:34])[C:4]([CH3:31])=[C:5]([C:20]([O:22]COC(=O)C(C)(C)C)=[O:21])[C@H:6]([C:11]2[CH:16]=[CH:15][CH:14]=[C:13]([N+:17]([O-:19])=[O:18])[CH:12]=2)[C:7]=1[C:8]([OH:10])=[O:9].[N+](=C)=[N-].[OH-].[K+].CC1N(COC)C(C)=C(C(OC)=O)[C@@H:45]([C:50]2[CH:55]=[CH:54][CH:53]=[C:52]([N+]([O-])=O)[CH:51]=2)C=1C(O)=O.[C:67]1(C=[N+]=[N-])C=CC=CC=1>C(OCC)C.CO>[CH3:31][C:4]1[N:3]([CH2:32][O:33][CH3:34])[C:2]([CH3:1])=[C:7]([C:8]([O:10][CH3:67])=[O:9])[C@@H:6]([C:11]2[CH:16]=[CH:15][CH:14]=[C:13]([N+:17]([O-:19])=[O:18])[CH:12]=2)[C:5]=1[C:20]([O:22][CH2:45][C:50]1[CH:55]=[CH:54][CH:53]=[CH:52][CH:51]=1)=[O:21] |f:2.3|. Procedure details: The resulting (R)-1,4-dihydro-2,6-dimethyl-1-methoxymethyl-4-(3-nitrophenyl)-5-pivaloyloxymethoxycarbonyl-3-pyridinecarboxylic acid was treated with a 0.5 M solution of diazomethane in diethyl ether and then treated with a 10% potassium hydroxide solution in methanol. The resulting (S)-1,4-dihydro-2,6-dimethyl-1-methoxymethyl-4-(3-nitrophenyl)-5-methoxycarbonyl-3-pyridinecarboxylic acid (recrystallized) was reacted with phenyldiazomethane to obtain (R)-benzyl methyl 1,4-dihydro-2,6-dimethyl-l-me... Starting materials: C1=C(C=CC2=CC=CC=C12)S (2-naphthalenethiol), IC=1C=C(C=CC1)Br (3-iodobromobenzene), C([O-])([O-])=O.[K+].[K+] (potassium carbonate), cuprous chloride. Run in CN(C)C=O (DMF). Yields the product C1=C(C=CC2=CC=CC=C12)SC1=CC(=CC=C1)Br (3-bromophenyl 2-naphthyl sulphide). The yield is 62.0%. RXN SMILES: [CH:1]1[C:10]2[C:5](=[CH:6][CH:7]=[CH:8][CH:9]=2)[CH:4]=[CH:3][C:2]=1[SH:11].I[C:13]1[CH:14]=[C:15]([Br:19])[CH:16]=[CH:17][CH:18]=1.C(=O)([O-])[O-].[K+].[K+]>CN(C=O)C>[CH:1]1[C:10]2[C:5](=[CH:6][CH:7]=[CH:8][CH:9]=2)[CH:4]=[CH:3][C:2]=1[S:11][C:13]1[CH:18]=[CH:17][CH:16]=[C:15]([Br:19])[CH:14]=1 |f:2.3.4|. Reported procedure: A mixture of 2-naphthalenethiol (3.2 g), 3-iodobromobenzene (6.7 g), potassium carbonate (1.4 g), cuprous chloride (0.4 g) and DMF (4 ml) was heated to reflux for 1 hour. The mixture was allowed to cool to ambient temperature and was partitioned between diethyl ether and water. The mixture was filtered and the organic layer was separated, dried (MgSO4) and evaporated. The residue was taken up in ethyl acetate, decolourised by treatment with charcoal, reisolated and purified by recrystallisation ...